This data is from the Open Reaction Database (ORD), a public repository of structured organic reaction records. The task is: describe an organic reaction: reactants, conditions, products, and yield The reactants are BrC1=NC=CC=C1 (2-bromopyridine), C(C)(C)(C)[Li] (tert-butyl lithium), C(C1=CC=CC=C1)OC(=O)N1CCC(CC1)=O (1-benzyloxycarbonyl-4-oxopiperidine), [Cl-].[NH4+] (ammonium chloride). The solvent is O1CCCC1 (tetrahydrofuran), O1CCCC1 (tetrahydrofuran). Reaction conditions: temperature -78 celsius, time 1 hour. Product: C(C1=CC=CC=C1)OC(=O)N1CCC(CC1)(C1=NC=CC=C1)O (1-Benzyloxycarbonyl-4-hydroxy-4-(2-pyridyl)piperidine). The yield is 32.0%. As a reaction SMILES: Br[C:2]1[CH:7]=[CH:6][CH:5]=[CH:4][N:3]=1.C([Li])(C)(C)C.[CH2:13]([O:20][C:21]([N:23]1[CH2:28][CH2:27][C:26](=[O:29])[CH2:25][CH2:24]1)=[O:22])[C:14]1[CH:19]=[CH:18][CH:17]=[CH:16][CH:15]=1.[Cl-].[NH4+]>O1CCCC1>[CH2:13]([O:20][C:21]([N:23]1[CH2:28][CH2:27][C:26]([OH:29])([C:2]2[CH:7]=[CH:6][CH:5]=[CH:4][N:3]=2)[CH2:25][CH2:24]1)=[O:22])[C:14]1[CH:19]=[CH:18][CH:17]=[CH:16][CH:15]=1 |f:3.4|. Procedure: To a solution of 2-bromopyridine (1.58 g) in 50 mL of anhydrous tetrahydrofuran at -78° C. was added tert-butyl lithium (6.5 mL of 1.7M) and the reaction mixture was stirred at -78° C. for 1 hour. At the end of this period, a solution of 1-benzyloxycarbonyl-4-oxopiperidine (2.34 g) in 20 mL of anhydrous tetrahydrofuran was added and the reaction mixture was allowed to stir at -78° C. for an additional 1 hour. Upon warming the reaction mixture to room temperature, aqueous ammonium chloride was ad... Procedure: 6-Methoxy-3-oxo-2,7-dihydro-3H-pyrido[4,3,2-de]phthalazine-8-carboxylic acid hydrozide (39) To a suspension of 38 (0.45 g, 1.54 mmol) in EtOH (20 mL) was added hydrazine (1 mL) at room temperature. The reaction mixture was heated at 68° C. for 1.5 h and then cooled to room temperature. The resulting precipitate was filtered and washed with Et2O to afford a white solid (39, 0.31 g, 74%). 1H NMR (DMSO-d6, 300 MHz) δ 10.5 (br s, 1H), 9.0 (br s, 1H), 7.15-7.25 (m, 2H), 7.1 (br s, 1H), 6.8 (br s, 1H)... RXN SMILES: C[O:2][C:3]([C:5]1[NH:6][C:7]2[C:8]([O:20][CH3:21])=[CH:9][CH:10]=[C:11]([C:16](OC)=[O:17])[C:12]=2[C:13](=O)[CH:14]=1)=[O:4].[NH2:22][NH2:23]>CCO>[CH3:21][O:20][C:8]1[CH:9]=[CH:10][C:11]2[C:16](=[O:17])[NH:23][N:22]=[C:13]3[CH:14]=[C:5]([C:3]([OH:2])=[O:4])[NH:6][C:7]=1[C:12]=23. Reaction conditions: temperature 68 celsius. Yields the product COC1=C2C=3C(=NNC(C3C=C1)=O)C=C(N2)C(=O)O (6-Methoxy-3-oxo-2,7-dihydro-3H-pyrido[4,3,2-de]phthalazine-8-carboxylic acid). Starting materials: ( 0.75H2O ), 6-Methoxy-3-oxo-2,7-dihydro-3H-pyrido[4,3,2-de]phthalazine-8-carboxylic acid hydrozide, COC(=O)C=1NC=2C(=CC=C(C2C(C1)=O)C(=O)OC)OC (8-Methoxy-4-oxo-1,4-dihydro-2,5-quinolinedicarboxylic acid dimethyl ester), NN (hydrazine). Run in CCO (EtOH). Starting materials: I (Hydriotic acid), COC1=CC2=C(C(=NO2)C2=CC3=CC=C(C=C3C=C2)OC)C=C1 (6-methoxy-3-(6-methoxy-2-naphthyl)-1,2-benzisoxazole), C(C)(=O)O (acetic acid), C(C)(=O)OC(C)=O (acetic anhydride). Run in O (water). Run at temperature 160 celsius, time 2 hour. Yields the product OC=1C=C2C=CC(=CC2=CC1)C1=NOC2=C1C=CC(=C2)O (3-(6-Hydroxy-2-naphthyl)-1,2-benzisoxazol-6-ol). The yield is 97.3%. RXN SMILES: I.C[O:3][C:4]1[CH:24]=[CH:23][C:7]2[C:8]([C:11]3[CH:20]=[CH:19][C:18]4[C:13](=[CH:14][CH:15]=[C:16]([O:21]C)[CH:17]=4)[CH:12]=3)=[N:9][O:10][C:6]=2[CH:5]=1.C(O)(=O)C.C(OC(=O)C)(=O)C>O>[OH:21][C:16]1[CH:17]=[C:18]2[C:13](=[CH:14][CH:15]=1)[CH:12]=[C:11]([C:8]1[C:7]3[CH:23]=[CH:24][C:4]([OH:3])=[CH:5][C:6]=3[O:10][N:9]=1)[CH:20]=[CH:19]2. Procedure details: Hydriotic acid (57% w/w aq., 10 mL) was added into a mixture of 6-methoxy-3-(6-methoxy-2-naphthyl)-1,2-benzisoxazole (1.0 g, 3.3 mmol), acetic acid (10 mL) and acetic anhydride (5 mL). The reaction mixture was stirred at 160° C. for 2 h, and then cooled to room temperature and poured into water. The precipitated solid was filtered off and dried to give a yellow solid (0.89 g, 91% yield, m.p. 280-282° C.); MS m/e 278 (M+H)+. Starting materials: C(C#C)Br (propargyl bromide), N1C=C(C=C1)C=O (pyrrole-3-carboxaldehyde), [H-].[Na+] (sodium hydride), C(C#C)Br (propargyl bromide), O (water). The solvent is O1CCCC1 (tetrahydrofuran). Run at time 10 minute. Yields the product C(C#C)N1C=C(C=C1)C=O (1-(2-propynyl)-1H-pyrrole-3-carboxaldehyde). Reaction SMILES: [NH:1]1[CH:5]=[CH:4][C:3]([CH:6]=[O:7])=[CH:2]1.[H-].[Na+].[CH2:10](Br)[C:11]#[CH:12].O>O1CCCC1>[CH2:12]([N:1]1[CH:5]=[CH:4][C:3]([CH:6]=[O:7])=[CH:2]1)[C:11]#[CH:10] |f:1.2|. Procedure details: 2.924 g of pyrrole-3-carboxaldehyde (J. Org. Chem. 1981, Vol. 46, p. 839) dissolved in 45 ml of tetrahydrofuran and 1.488 g of sodium hydride as 50% in oil were admixed and then were stirred for 10 minutes cold, then for 40 minutes at room temperature. After cooling, 2.5 ml of propargyl bromide were added with stirring at 5 C. for 90 minutes. A further 2 ml of propargyl bromide were added with stirring at 5° C. for 1 hour and the mixture was poured into water and extracted with methylene chlorid... Starting materials: Cl[O-].[Na+] (sodium hypochlorite), OC1=C(C(=O)OC)C=CC=C1C (methyl 2-hydroxy-3-methyl-benzoate), [Na+].[I-] (NaI), [OH-].[Na+] (NaOH), [Na+].[Cl-] (NaCl). The solvent is C(Cl)Cl (DCM), CO (MeOH), O (water). Conditions: temperature -5 celsius, time 5 day. The product is OC1=C(C(=O)O)C=C(C=C1C)I (2-hydroxy-5-iodo-3-methyl-benzoic acid). As a reaction SMILES: Cl[O-].[Na+].[OH:4][C:5]1[C:14]([CH3:15])=[CH:13][CH:12]=[CH:11][C:6]=1[C:7]([O:9]C)=[O:8].[Na+].[I-:17].[OH-].[Na+].[Na+].[Cl-]>CO.O.C(Cl)Cl>[OH:4][C:5]1[C:14]([CH3:15])=[CH:13][C:12]([I:17])=[CH:11][C:6]=1[C:7]([OH:9])=[O:8] |f:0.1,3.4,5.6,7.8|. Procedure: 14.9 mL (24.1 mmol) sodium hypochlorite solution (10 percent by weight in water) is added dropwise to a solution of 4.0 g (24.1 mmol) methyl 2-hydroxy-3-methyl-benzoate, 3.6 g (24.1 mmol) NaI, 0.96 g (24.1 mmol) NaOH in 100 mL MeOH at −5° C. over 40 min. The reaction is stirred for 30 min at −5° C. and 5 days at RT. The solvent is eliminated i.vac. and the residue is taken up in 80 mL water and 50 mL DCM. After the organic phase has been saturated with NaCl it is extracted twice with DCM. The co... Starting materials: P(O)(O)(O)=O (phosphoric acid), polyphosphoric acid, CC(=CCC(C#N)C1=CC=CC=C1)C (5-methyl-2-phenyl-4-hexene nitrile). The solvent is C1(=CC=CC=C1)C (toluene). Conditions: temperature 100 celsius, time 3 hour. The product is CC1(CCC(C2=CC=CC=C12)C#N)C (1,1-dimethyl-4-cyano-tetralin). Yield: 92.1%. As a reaction SMILES: P(=O)(O)(O)O.[CH3:6][C:7]([CH3:19])=[CH:8][CH2:9][CH:10]([C:13]1[CH:18]=[CH:17][CH:16]=[CH:15][CH:14]=1)[C:11]#[N:12]>C1(C)C=CC=CC=1>[CH3:6][C:7]1([CH3:19])[C:18]2[C:13](=[CH:14][CH:15]=[CH:16][CH:17]=2)[CH:10]([C:11]#[N:12])[CH2:9][CH2:8]1. Procedure: 46.3 g of 85% phosphoric acid, 46.3 g of polyphosphoric acid, 250 ml of toluene and 92.6 g of 5-methyl-2-phenyl-4-hexene nitrile are mixed together and heated at 100° C. while stirring for 3 hours. The mixture is then poured on to ice. The mixture is now extracted with ether, washed with water, with 10% sodium carbonate solution and again with water until neutral, dried, evaporated and distilled in vacuo. There are obtained 85.3 g of 1,1-dimethyl-4-cyano-tetralin of boiling point 114° C./2 mm; n...